From a dataset of the Open Reaction Database (ORD), a public repository of structured organic reaction records. describe an organic reaction: reactants, conditions, products, and yield The reactants are ClC1=C(C(=O)OC(C)C)C=C(C(=C1)F)N1C(NC(=C(C1=O)C#N)C)=O (isopropyl 2-chloro-4-fluoro-5-[5-cyano-3,6-dihydro-4-methyl-2,6-dioxo-1(2H)-pyrimidinyl]-benzoate), S(=O)(=O)(OC)OC (dimethyl sulphate). The solvent is CN(C=O)C (dimethylformamide). Yields the product ClC1=C(C(=O)OC(C)C)C=C(C(=C1)F)N1C(N(C(=C(C1=O)C#N)C)C)=O (isopropyl 2-chloro-4-fluoro-5-[5-cyano-3,6-dihydro-3,4-dimethyl-2,6-dioxo-1(2H)-pyrimidinyl]-benzoate). RXN SMILES: [Cl:1][C:2]1[CH:13]=[C:12]([F:14])[C:11]([N:15]2[C:20](=[O:21])[C:19]([C:22]#[N:23])=[C:18]([CH3:24])[NH:17][C:16]2=[O:25])=[CH:10][C:3]=1[C:4]([O:6][CH:7]([CH3:9])[CH3:8])=[O:5].S(OC)(O[CH3:30])(=O)=O>CN(C)C=O>[Cl:1][C:2]1[CH:13]=[C:12]([F:14])[C:11]([N:15]2[C:20](=[O:21])[C:19]([C:22]#[N:23])=[C:18]([CH3:24])[N:17]([CH3:30])[C:16]2=[O:25])=[CH:10][C:3]=1[C:4]([O:6][CH:7]([CH3:9])[CH3:8])=[O:5]. Procedure details: using isopropyl 2-chloro-4-fluoro-5-[5-cyano-3,6-dihydro-4-methyl-2,6-dioxo-1(2H)-pyrimidinyl]-benzoate and dimethyl sulphate in dimethylformamide there is obtained isopropyl 2-chloro-4-fluoro-5-[5-cyano-3,6-dihydro-3,4-dimethyl-2,6-dioxo-1(2H)-pyrimidinyl]-benzoate, m.p. 171°-173° C., Reactants: F[B-](F)(F)F, C[N+](C)(C)C, CO, CC1(C)CCN1C=O, COC1(OC)CCN1C=O. The product is COC1CC(C)(C)N1C=O. RXN SMILES: [B-:19]([F:20])([F:21])([F:22])[F:23].[CH3:24][N+:25]([CH3:26])([CH3:27])[CH3:28].[CH3:29][OH:30].[CH:1](=[O:2])[N:3]1[C:4]([CH3:7])([CH3:8])[CH2:5][CH2:6]1.[CH:9](=[O:10])[N:11]1[CH2:12][CH2:13][C:14]1([O:15][CH3:16])[O:17][CH3:18]>>[CH:1](=[O:2])[N:3]1[C:4]([CH3:7])([CH3:8])[CH2:5][CH:6]1[O:10][CH3:9]. Starting materials: CO.C1CCOC1 (methanol THF), C(C)(=O)OCC (ethyl acetate), C1(CC1)CCOC1=CC=C(C(=O)N\C(=C/C2=CC=C(C=C2)C2CC2)\C(=O)NCCO)C=C1 (4-(2-cyclopropylethoxy)-N-((Z)-2-(4-cyclopropylphenyl)-1-{[(2-hydroxyethyl)amino]carbonyl}vinyl)benzamide), C1(CC1)CCOC1=CC=C(C(=O)N\C(=C/C2=CC=C(C=C2)C2CC2)\C(=O)NCCO)C=C1 (4-(2-Cyclopropylethoxy)-N-((Z)-2-(4-cyclopropylphenyl)-1-{[(2-hydroxyethyl)amino]carbonyl}vinyl)benzamide). Reagents/catalysts: [C].[Pd] (palladium-carbon). Run in C(C)#N.O (acetonitrile water). Run at time 2 hour. The product is C1(CC1)CCOC1=CC=C(C(=O)NC(C(=O)NCCO)CC2=CC=C(C=C2)CCC)C=C1 (4-(2-Cyclopropylethoxy)-N-[2-[(2-hydroxyethyl)amino]-2-oxo-1-(4-propylbenzyl)ethyl]benzamide). Yield: 47.9%. As a reaction SMILES: CO.C1COCC1.[CH:8]1([CH2:11][CH2:12][O:13][C:14]2[CH:39]=[CH:38][C:17]([C:18]([NH:20]/[C:21](/[C:32]([NH:34][CH2:35][CH2:36][OH:37])=[O:33])=[CH:22]\[C:23]3[CH:28]=[CH:27][C:26]([CH:29]4[CH2:31][CH2:30]4)=[CH:25][CH:24]=3)=[O:19])=[CH:16][CH:15]=2)[CH2:10][CH2:9]1.C(OCC)(=O)C>C(#N)C.O.[C].[Pd]>[CH:8]1([CH2:11][CH2:12][O:13][C:14]2[CH:39]=[CH:38][C:17]([C:18]([NH:20][CH:21]([CH2:22][C:23]3[CH:28]=[CH:27][C:26]([CH2:29][CH2:30][CH3:31])=[CH:25][CH:24]=3)[C:32]([NH:34][CH2:35][CH2:36][OH:37])=[O:33])=[O:19])=[CH:16][CH:15]=2)[CH2:9][CH2:10]1 |f:0.1,4.5,6.7|. Procedure details: To a methanol:THF (2:1, V/V, 6 mL) solution of 4-(2-cyclopropylethoxy)-N-((Z)-2-(4-cyclopropylphenyl)-1-{[(2-hydroxyethyl)amino]carbonyl}vinyl)benzamide (215 mg, 0.495 mmol) prepared in Example (1 (1d) was added 10% palladium-carbon (wet, 100 mg). The mixture was stirred under a hydrogen atmosphere (rubber balloon) at room temperature for 2 hours. To the reaction solution was added ethyl acetate (10 mL), and the mixture was filtered. The solvent was evaporated, and the residue was purified by th... Starting materials: C=CC(=O)OC(C)(C)C, CCC#N, O=C1CN(C(=O)OCc2ccccc2)Cc2cc(Br)cnc2N1, CC(=O)[O-], CC(=O)[O-], CN(C)C=O, [Pd+2]. The product is CC(C)(C)OC(=O)C=Cc1cnc2c(c1)CN(C(=O)OCc1ccccc1)CC(=O)N2. RXN SMILES: [C:24]([CH:25]=[CH2:26])(=[O:27])[O:28][C:29]([CH3:30])([CH3:31])[CH3:32].[C:33](#[N:34])[CH2:35][CH3:36].[CH2:1]([c:2]1[cH:3][cH:4][cH:5][cH:6][cH:7]1)[O:8][C:9](=[O:10])[N:11]1[CH2:12][C:13](=[O:23])[NH:14][c:15]2[c:16]([cH:18][c:19]([Br:22])[cH:20][n:21]2)[CH2:17]1.[O-:43][C:44]([CH3:45])=[O:46].[O-:47][C:48]([CH3:49])=[O:50].[O:37]=[CH:38][N:39]([CH3:40])[CH3:41].[Pd+2:42]>>[CH2:1]([c:2]1[cH:3][cH:4][cH:5][cH:6][cH:7]1)[O:8][C:9](=[O:10])[N:11]1[CH2:12][C:13](=[O:23])[NH:14][c:15]2[c:16]([cH:18][c:19]([CH:26]=[CH:25][C:24](=[O:27])[O:28][C:29]([CH3:30])([CH3:31])[CH3:32])[cH:20][n:21]2)[CH2:17]1. Reactants: C(C1=CC=CC=C1)OC=1C=C(N)C=CC1 (3-benzyloxyaniline), [N+](=O)([O-])C1=C(C(=O)Cl)C=CC=C1 (2-nitrobenzoyl chloride). Yields the product [N+](=O)([O-])C1=C(C(=O)NC2=CC(=CC=C2)OCC2=CC=CC=C2)C=CC=C1 (2-Nitro-N-(3-benzyloxyphenyl)benzamide). Isolated yield 89.0%. RXN SMILES: [CH2:1]([O:8][C:9]1[CH:10]=[C:11]([CH:13]=[CH:14][CH:15]=1)[NH2:12])[C:2]1[CH:7]=[CH:6][CH:5]=[CH:4][CH:3]=1.[N+:16]([C:19]1[CH:27]=[CH:26][CH:25]=[CH:24][C:20]=1[C:21](Cl)=[O:22])([O-:18])=[O:17]>>[N+:16]([C:19]1[CH:27]=[CH:26][CH:25]=[CH:24][C:20]=1[C:21]([NH:12][C:11]1[CH:13]=[CH:14][CH:15]=[C:9]([O:8][CH2:1][C:2]2[CH:3]=[CH:4][CH:5]=[CH:6][CH:7]=2)[CH:10]=1)=[O:22])([O-:18])=[O:17]. Procedure details: Using the procedure described in Example 93, Part A, 3-benzyloxyaniline (10 mmol) and 2-nitrobenzoyl chloride (11 mmol) yielded 3.1 g (89%) of the title compound. The reactants are C1CCNC1, C#CCOC, CN1C(=O)C(c2ccc(OC(F)F)cc2)(c2cccc(Br)c2)N=C1N, O, [Pd], c1ccc(P(c2ccccc2)c2ccccc2)cc1, c1ccc(P(c2ccccc2)c2ccccc2)cc1, c1ccc(P(c2ccccc2)c2ccccc2)cc1, c1ccc(P(c2ccccc2)c2ccccc2)cc1. Yields the product COCC#Cc1cccc(C2(c3ccc(OC(F)F)cc3)N=C(N)N(C)C2=O)c1. RXN SMILES: [CH2:32]1[CH2:33][NH:34][CH2:35][CH2:36]1.[CH3:26][O:27][CH2:28][C:29]#[CH:30].[NH2:1][C:2]1=[N:3][C:4]([c:9]2[cH:10][cH:11][c:12]([O:15][CH:16]([F:17])[F:18])[cH:13][cH:14]2)([c:19]2[cH:20][c:21]([Br:25])[cH:22][cH:23][cH:24]2)[C:5](=[O:8])[N:6]1[CH3:7].[OH2:31].[Pd:37].[c:38]1([P:39]([c:40]2[cH:41][cH:42][cH:43][cH:44][cH:45]2)[c:46]2[cH:47][cH:48][cH:49][cH:50][cH:51]2)[cH:52][cH:53][cH:54][cH:55][cH:56]1.[c:57]1([P:58]([c:59]2[cH:60][cH:61][cH:62][cH:63][cH:64]2)[c:65]2[cH:66][cH:67][cH:68][cH:69][cH:70]2)[cH:71][cH:72][cH:73][cH:74][cH:75]1.[c:76]1([P:77]([c:78]2[cH:79][cH:80][cH:81][cH:82][cH:83]2)[c:84]2[cH:85][cH:86][cH:87][cH:88][cH:89]2)[cH:90][cH:91][cH:92][cH:93][cH:94]1.[c:95]1([P:96]([c:97]2[cH:98][cH:99][cH:100][cH:101][cH:102]2)[c:103]2[cH:104][cH:105][cH:106][cH:107][cH:108]2)[cH:109][cH:110][cH:111][cH:112][cH:113]1>>[NH2:1][C:2]1=[N:3][C:4]([c:9]2[cH:10][cH:11][c:12]([O:15][CH:16]([F:17])[F:18])[cH:13][cH:14]2)([c:19]2[cH:20][c:21]([C:30]#[C:29][CH2:28][O:27][CH3:26])[cH:22][cH:23][cH:24]2)[C:5](=[O:8])[N:6]1[CH3:7]. Procedure details: Phosgene (20% in toluene, 5 ml) was added to a solution of trans-4-phenylcyclohexylamine (500 mg, 2.85 mmol) in toluene (5 ml) under nitrogen at room temperature. The resulting solution was heated at 80° C. for 24 hours. Solvents were then removed under vacuum to leave a solid residue. This residue was dispersed in ether and filtered. The eluent was collected and concentrated to give 379 mg of trans-4-phenylcyclohexylisocyanate as a light yellow oil. IR (film) 2259 cm−1. The product is C1(=CC=CC=C1)[C@@H]1CC[C@H](CC1)N=C=O (trans-4-phenylcyclohexylisocyanate). Run in C1(=CC=CC=C1)C (toluene), CCOCC (ether). Run at temperature 80 celsius. The reactants are C(=O)(Cl)Cl (Phosgene), C1(=CC=CC=C1)[C@@H]1CC[C@H](CC1)N (trans-4-phenylcyclohexylamine). As a reaction SMILES: [C:1](Cl)(Cl)=[O:2].[C:5]1([C@H:11]2[CH2:16][CH2:15][C@H:14]([NH2:17])[CH2:13][CH2:12]2)[CH:10]=[CH:9][CH:8]=[CH:7][CH:6]=1>C1(C)C=CC=CC=1.CCOCC>[C:5]1([C@H:11]2[CH2:12][CH2:13][C@H:14]([N:17]=[C:1]=[O:2])[CH2:15][CH2:16]2)[CH:10]=[CH:9][CH:8]=[CH:7][CH:6]=1.